Task: describe an organic reaction: reactants, conditions, products, and yield. Dataset: the Open Reaction Database (ORD), a public repository of structured organic reaction records The reactants are C[Si](CCOCCl)(C)C (2-(trimethylsilyl)ethoxymethyl chloride), [H-].[Na+] (NaH), IC1=C(C=NN1)C (5-iodo-4-methyl-1H-pyrazole), IC1=C(C=NN1)C (5-iodo-4-methyl-1H-pyrazole). Solvent: C1CCOC1 (THF). Run at temperature 0 celsius, time 30 minute. Product: IC1=C(C=NN1COCC[Si](C)(C)C)C (5-Iodo-4-methyl-1-((2-(trimethylsilyl)ethoxy)methyl)-1H-pyrazole). Isolated yield 83.9%. RXN SMILES: [H-].[Na+].[I:3][C:4]1[NH:8][N:7]=[CH:6][C:5]=1[CH3:9].[CH3:10][Si:11]([CH3:18])([CH3:17])[CH2:12][CH2:13][O:14][CH2:15]Cl>C1COCC1>[I:3][C:4]1[N:8]([CH2:15][O:14][CH2:13][CH2:12][Si:11]([CH3:18])([CH3:17])[CH3:10])[N:7]=[CH:6][C:5]=1[CH3:9] |f:0.1|. Procedure: NaH (0.48 g, 12.2 mmol, 60%) was added to a solution of 5-iodo-4-methyl-1H-pyrazole (compound 250.1, 2.3 g, 11.1 mmol) in THF (20 mL) at 0° C. The mixture was stirred at 0° C. for 30 minutes, then 2-(trimethylsilyl)ethoxymethyl chloride (2.15 mL, 12.2 mmol) was added. The resulting mixture was stirred at room temperature for 3 hours, and then carefully quenched with a small amount of water and partitioned between EtOAc (200 mL) and water (50 mL). The organic layer was washed with brine (50 mL), ...